This data is from the Open Reaction Database (ORD), a public repository of structured organic reaction records. The task is: describe an organic reaction: reactants, conditions, products, and yield Starting materials: O=C(CCCCl)c1ccc(F)cc1, OC1CC2(CCNC2)c2ccccc21, [Na+], [Na+], O=C([O-])[O-], CN(C)C=O. The product is O=C(CCCN1CCC2(CC(O)c3ccccc32)C1)c1ccc(F)cc1. Reaction SMILES: [Cl:15][CH2:16][CH2:17][CH2:18][C:19](=[O:20])[c:21]1[cH:22][cH:23][c:24]([F:27])[cH:25][cH:26]1.[NH:1]1[CH2:2][C:3]2([CH2:4][CH:5]([OH:12])[c:6]3[cH:7][cH:8][cH:9][cH:10][c:11]32)[CH2:13][CH2:14]1.[Na+:28].[Na+:29].[O-:30][C:31](=[O:32])[O-:33].[O:34]=[CH:35][N:36]([CH3:37])[CH3:38]>>[N:1]1([CH2:16][CH2:17][CH2:18][C:19](=[O:20])[c:21]2[cH:22][cH:23][c:24]([F:27])[cH:25][cH:26]2)[CH2:2][C:3]2([CH2:4][CH:5]([OH:12])[c:6]3[cH:7][cH:8][cH:9][cH:10][c:11]32)[CH2:13][CH2:14]1. The reactants are CN1C(=O)Cc2ccccc21, O=Cc1ccc2c(I)n[nH]c2c1, O=C1Nc2ccccc2C1=Cc1ccc2[nH]ncc2c1. Product: CN1C(=O)C(=Cc2ccc3c(I)n[nH]c3c2)c2ccccc21. RXN SMILES: [CH3:33][N:34]1[C:35](=[O:43])[CH2:36][c:37]2[cH:38][cH:39][cH:40][cH:41][c:42]21.[I:21][c:22]1[n:23][nH:24][c:25]2[cH:26][c:27]([CH:31]=[O:32])[cH:28][cH:29][c:30]12.[nH:1]1[c:2]2[c:3]([cH:4][c:5]([CH:6]=[C:7]3[C:8](=[O:9])[NH:10][c:11]4[c:12]3[cH:13][cH:14][cH:15][cH:16]4)[cH:17][cH:18]2)[cH:19][n:20]1>>[I:21][c:22]1[n:23][nH:24][c:25]2[cH:26][c:27]([CH:31]=[C:36]3[C:35](=[O:43])[N:34]([CH3:33])[c:42]4[c:37]3[cH:38][cH:39][cH:40][cH:41]4)[cH:28][cH:29][c:30]12. The reactants are O1C(CCC1)C1=CN(C=2N=CN=C(C21)C=2C=C(N)C=CC2)COCC[Si](C)(C)C (3-(5-(tetrahydrofuran-2-yl)-7-((2-(trimethylsilyl)ethoxy)methyl)-7H-pyrrolo[2,3-d]pyrimidin-4-yl)aniline), CCN(C(C)C)C(C)C (DIPEA), CC(C(=O)Cl)=C (2-methylprop-2-enoyl chloride). The solvent is C1CCOC1 (THF). Run at time 4 hour. Yields the product O1C(CCC1)C1=CN(C=2N=CN=C(C21)C=2C=C(C=CC2)NC(C(=C)C)=O)COCC[Si](C)(C)C (N-(3-(5-(tetrahydrofuran-2-yl)-7-((2-(trimethylsilyl)ethoxy)methyl)-7H-pyrrolo[2,3-d]pyrimidin-4-yl)phenyl)methacrylamide). Reaction SMILES: [O:1]1[CH2:5][CH2:4][CH2:3][CH:2]1[C:6]1[C:14]2[C:13]([C:15]3[CH:16]=[C:17]([CH:19]=[CH:20][CH:21]=3)[NH2:18])=[N:12][CH:11]=[N:10][C:9]=2[N:8]([CH2:22][O:23][CH2:24][CH2:25][Si:26]([CH3:29])([CH3:28])[CH3:27])[CH:7]=1.CCN(C(C)C)C(C)C.[CH3:39][C:40](=[CH2:44])[C:41](Cl)=[O:42]>C1COCC1>[O:1]1[CH2:5][CH2:4][CH2:3][CH:2]1[C:6]1[C:14]2[C:13]([C:15]3[CH:16]=[C:17]([NH:18][C:41](=[O:42])[C:40]([CH3:44])=[CH2:39])[CH:19]=[CH:20][CH:21]=3)=[N:12][CH:11]=[N:10][C:9]=2[N:8]([CH2:22][O:23][CH2:24][CH2:25][Si:26]([CH3:29])([CH3:28])[CH3:27])[CH:7]=1. Procedure details: To a 0° C. solution of crude 3-(5-(tetrahydrofuran-2-yl)-7-((2-(trimethylsilyl)ethoxy)methyl)-7H-pyrrolo[2,3-d]pyrimidin-4-yl)aniline (410 mg, 1.00 mmol) in THF (10 mL), was added DIPEA (258 mg, 2.00 mmol) followed by dropwise addition of 2-methylprop-2-enoyl chloride (125 mg, 1.20 mmol). The resulting solution was stirred for 4 hours at room temperature prior to being quenched by addition of water. The resulting solution was extracted with ethyl acetate (×3) and the combined organic layers were...